This data is from the Open Reaction Database (ORD), a public repository of structured organic reaction records. The task is: describe an organic reaction: reactants, conditions, products, and yield Yields the product ClC=1C=C(CCC2=CC(NC3=CC=C(C=C23)C(C=2SC=CN2)(O)C2=CC=C(C=C2)Cl)=O)C=CC1 (4-(3-chlorophenethyl)-6-((4-chlorophenyl)(hydroxy)(thiazol-2-yl)methyl)quinolin-2(1H)-one). Run in C1CCOC1 (THF), CN(C)P(=O)(N(C)C)N(C)C (HMPA). Reaction SMILES: [S:1]1[CH:5]=[CH:4][N:3]=[CH:2]1.C([Li])CCC.[Cl:11][C:12]1[CH:39]=[CH:38][C:15]([C:16]([C:18]2[CH:19]=[C:20]3[C:25](=[CH:26][CH:27]=2)[NH:24][C:23](=[O:28])[CH:22]=[C:21]3[CH2:29][CH2:30][C:31]2[CH:36]=[CH:35][CH:34]=[C:33]([Cl:37])[CH:32]=2)=[O:17])=[CH:14][CH:13]=1>C1COCC1.CN(P(N(C)C)(N(C)C)=O)C>[Cl:37][C:33]1[CH:32]=[C:31]([CH:36]=[CH:35][CH:34]=1)[CH2:30][CH2:29][C:21]1[C:20]2[C:25](=[CH:26][CH:27]=[C:18]([C:16]([C:15]3[CH:38]=[CH:39][C:12]([Cl:11])=[CH:13][CH:14]=3)([OH:17])[C:2]3[S:1][CH:5]=[CH:4][N:3]=3)[CH:19]=2)[NH:24][C:23](=[O:28])[CH:22]=1. Reactants: S1C=NC=C1 (thiazole), C(CCC)[Li] (n-butyllithium), ClC1=CC=C(C(=O)C=2C=C3C(=CC(NC3=CC2)=O)CCC2=CC(=CC=C2)Cl)C=C1 (6-(4-chlorobenzoyl)-4-(3-chlorophenethyl)quinolin-2(1H)-one), ClC1=CC=C(C(=O)C=2C=C3C(=CC(NC3=CC2)=O)CCC2=CC(=CC=C2)Cl)C=C1 (6-(4-chlorobenzoyl)-4-(3-chlorophenethyl)quinolin-2(1H)-one). Procedure: To a solution of thiazole (201 mg, 2.368 mmol, 4.00 equip) in THF (10 mL) at −78° C. was added n-butyllithium (1.6 M in hexanes, 1.495 mL, 2.392 mmol, 4.04 equip) dropwise. After 30 minutes, a solution of 6-(4-chlorobenzoyl)-4-(3-chlorophenethyl)quinolin-2(1H)-one (250 mg, 0.592 mmol, 1 equip, prepared as described in ANGIBAUD, P. R., et al., PCT Publication WO2002/051835 A1, published 4 Jul. 2002) in HMPA (4 mL) was added dropwise and the reaction mixture was warmed to room temperature. The rea... Reaction conditions: time 30 minute. Starting materials: ClC1=NC=C(C(=C1)N[C@H]1CC[C@H](CC1)C(=O)NC(C)C)[N+](=O)[O-] (cis-4-(2-chloro-5-nitropyridin-4-ylamino)-N-isopropylcyclohexanecarboxamide), Cl[Sn]Cl (SnCl2). Run in CO (MeOH). Product: solid, NC=1C(=CC(=NC1)Cl)N[C@H]1CC[C@H](CC1)C(=O)NC(C)C (cis-4-(5-Amino-2-chloropyridin-4-ylamino)-N-isopropylcyclohexanecarboxamide). Isolated yield 44.0%. Reaction SMILES: [Cl:1][C:2]1[CH:7]=[C:6]([NH:8][C@@H:9]2[CH2:14][CH2:13][C@H:12]([C:15]([NH:17][CH:18]([CH3:20])[CH3:19])=[O:16])[CH2:11][CH2:10]2)[C:5]([N+:21]([O-])=O)=[CH:4][N:3]=1.Cl[Sn]Cl>CO>[NH2:21][C:5]1[C:6]([NH:8][C@@H:9]2[CH2:10][CH2:11][C@H:12]([C:15]([NH:17][CH:18]([CH3:20])[CH3:19])=[O:16])[CH2:13][CH2:14]2)=[CH:7][C:2]([Cl:1])=[N:3][CH:4]=1. Procedure details: To a solution of cis-4-(2-chloro-5-nitropyridin-4-ylamino)-N-isopropylcyclohexanecarboxamide (400 mg, 1.174 mmol) in MeOH (2.3 mL) was added SnCl2 (890 mg, 4.69 mmol), and the mixture was stirred at reflux for 2 hours. The mixture was evaporated and partitioned between 10% IPA/DCM and saturated NaHCO3. The solids were removed by filtration through Celite® brand filter aid, and the organic layer was washed with water, saturated NaHCO3, dried over Na2SO4 and filtered. The mixture was purified via ... Reactants: FC=1C=CC2=C(N=C(S2)C2=CC(=C(C=C2)N)I)C1 (5-Fluoro-2-(4′-amino-3′-iodophenyl)benzothiazole), [Cu](C#N)C#N (copper cyanide). Solvent: CN(C)C=O (DMF). Reaction conditions: time 30 minute. Product: FC=1C=CC2=C(N=C(S2)C2=CC(=C(C=C2)N)C#N)C1 (5-Fluoro-2-(4′-amino-3′-cyanophenyl)benzothiazole). Reaction SMILES: [F:1][C:2]1[CH:3]=[CH:4][C:5]2[S:9][C:8]([C:10]3[CH:15]=[CH:14][C:13]([NH2:16])=[C:12](I)[CH:11]=3)=[N:7][C:6]=2[CH:18]=1.[Cu](C#N)[C:20]#[N:21]>CN(C=O)C>[F:1][C:2]1[CH:3]=[CH:4][C:5]2[S:9][C:8]([C:10]3[CH:15]=[CH:14][C:13]([NH2:16])=[C:12]([C:20]#[N:21])[CH:11]=3)=[N:7][C:6]=2[CH:18]=1. Procedure details: 5-Fluoro-2-(4′-amino-3′-iodophenyl)benzothiazole (5 g, 0.0135 mol), copper cyanide (3.65 g, 0.04 mol) and DMF (100 ml) were heated under reflux for 6 hrs, cooled and the solvent removed under vacuum. The residue was stirred in water (50 ml) for 30 mins, then the product extracted with ethyl acetate (2×100 ml). The combined extracts were dried (Na2SO4), evaporated and the residue recrystallised from ethanol to give a white solid. The reactants are COC(=O)C(=O)NC=1C=C(CO)C=CC1 (3-[(methoxycarbonyl)carbonylamino]benzyl alcohol). The reagents and catalysts are [O-2].[O-2].[Mn+4] (manganese dioxide), [O-2].[O-2].[Mn+4] (manganese dioxide). Solvent: CC(=O)C (acetone). Reaction conditions: time 2 hour. Product: COC(=O)C(=O)NC=1C=C(C=O)C=CC1 (3-[(methoxycarbonyl)carbonylamino]benzaldehyde). Isolated yield 31.7%. Reaction SMILES: [CH3:1][O:2][C:3]([C:5]([NH:7][C:8]1[CH:9]=[C:10]([CH:13]=[CH:14][CH:15]=1)[CH2:11][OH:12])=[O:6])=[O:4]>CC(C)=O.[O-2].[O-2].[Mn+4]>[CH3:1][O:2][C:3]([C:5]([NH:7][C:8]1[CH:9]=[C:10]([CH:13]=[CH:14][CH:15]=1)[CH:11]=[O:12])=[O:6])=[O:4] |f:2.3.4|. Procedure details: To a solution of 1.69 g of 3-[(methoxycarbonyl)carbonylamino]benzyl alcohol in 20 ml of acetone was added 3.47 g of manganese dioxide, this was stirred at room temperature for 2 hours, 3.92 g of manganese dioxide was further added, and this was stirred at room temperature for 18 hours. The reaction solution was filtered with Celite, the filtrate was concentrated under reduced pressure, and the resulting residue was subjected to silica gel column chromatography to obtain 0.53 g of 3-[(methoxycarb... Reactants: ClC=1C=C2C(C(N(C2=CC1)CC1=CC=C(C=C1)[N+](=O)[O-])=O)(N(C)C)C1=C(C=CC=C1)Cl (5-Chloro-3-(2-chlorophenyl)-1,3-dihydro-3-(dimethylamino)-1-(4-nitrobenzyl)indol-2-one), CO (MeOH). Reagents/catalysts: [Ni] (Raney® nickel). The solvent is C1CCOC1 (THF). Conditions: time 2 hour. The product is NC1=CC=C(CN2C(C(C3=CC(=CC=C23)Cl)(N(C)C)C2=C(C=CC=C2)Cl)=O)C=C1 (1-(4-Aminobenzyl)-5-chloro-3-(2-chlorophenyl)-1,3-dihydro-3-(dimethylamino)indol-2-one). The yield is 90.0%. As a reaction SMILES: [Cl:1][C:2]1[CH:3]=[C:4]2[C:8](=[CH:9][CH:10]=1)[N:7]([CH2:11][C:12]1[CH:17]=[CH:16][C:15]([N+:18]([O-])=O)=[CH:14][CH:13]=1)[C:6](=[O:21])[C:5]2([C:25]1[CH:30]=[CH:29][CH:28]=[CH:27][C:26]=1[Cl:31])[N:22]([CH3:24])[CH3:23].CO>[Ni].C1COCC1>[NH2:18][C:15]1[CH:14]=[CH:13][C:12]([CH2:11][N:7]2[C:8]3[C:4](=[CH:3][C:2]([Cl:1])=[CH:10][CH:9]=3)[C:5]([C:25]3[CH:30]=[CH:29][CH:28]=[CH:27][C:26]=3[Cl:31])([N:22]([CH3:23])[CH3:24])[C:6]2=[O:21])=[CH:17][CH:16]=1. Procedure: A mixture of 1.88 g of the compound obtained in EXAMPLE 245, 0.9 g of Raney® nickel, 40 ml of MeOH and 40 ml of THF is hydrogenated at atmospheric pressure for 2 hours at RT. The catalyst is filtered off on C elite® and the filtrate is evaporated under vacuum. The residue is chromatographed on silica using DCM and then a DCM/AcOEt mixture (95/5; v/v) as the eluent to give 1.58 g of the expected product, which is used as such. The reactants are CO (methanol), C1(=CC=CC=C1)C (toluene), [H-].C(C(C)C)[Al+]CC(C)C (diisobutylaluminum hydride), CC1=C(N=C(O1)C1=CC2=CC=CC=C2C=C1)C=CC1=CC=C(/C=C/C(=O)OCC)C=C1 (ethyl (E)-4-[2-[5-methyl-2-(2-naphthyl)4-oxazolyl]vinyl]cinnamate). Solvent: O (water), ClCCl (dichloromethane). Run at time 4 hour. The product is CC1=C(N=C(O1)C1=CC2=CC=CC=C2C=C1)/C=C/C1=CC=C(C=C1)/C=C/CO ((E,E)-3-[4-[2-[5-methyl-2-(2-naphthyl)-4-oxazolyl]vinyl]phenyl]-2-propenol). RXN SMILES: C1(C)C=CC=CC=1.[H-].C([Al+]CC(C)C)C(C)C.[CH3:18][C:19]1[O:23][C:22]([C:24]2[CH:33]=[CH:32][C:31]3[C:26](=[CH:27][CH:28]=[CH:29][CH:30]=3)[CH:25]=2)=[N:21][C:20]=1[CH:34]=[CH:35][C:36]1[CH:48]=[CH:47][C:39](/[CH:40]=[CH:41]/[C:42](OCC)=[O:43])=[CH:38][CH:37]=1.CO>ClCCl.O>[CH3:18][C:19]1[O:23][C:22]([C:24]2[CH:33]=[CH:32][C:31]3[C:26](=[CH:27][CH:28]=[CH:29][CH:30]=3)[CH:25]=2)=[N:21][C:20]=1/[CH:34]=[CH:35]/[C:36]1[CH:37]=[CH:38][C:39](/[CH:40]=[CH:41]/[CH2:42][OH:43])=[CH:47][CH:48]=1 |f:1.2|. Reported procedure: A toluene solution of diisobutylaluminum hydride (1.5 M, 17 ml) was added drop by drop to a suspension of ethyl (E)-4-[2-[5-methyl-2-(2-naphthyl)4-oxazolyl]vinyl]cinnamate (4.20 g) in dichloromethane (100 ml) at 0° C. After the mixture was stirred at room temperature for 4 hours, methanol (2 ml) and then water (6 ml) were added at 0° C. After the insoluble substances were filtered off, the filtrate was concentrated under reduced pressure. The residue was subjected to silica gel chromatography to... Starting materials: BrCBr, C1CCOC1, COC(=O)C1(C)CCC(=O)CC1, [Cl-], [Cl-], [Cl-], [Cl-], [Cl-], [Na+], [Ti+4], [Zn]. Yields the product C=C1CCC(C)(C(=O)OC)CC1. As a reaction SMILES: [Br:1][CH2:2][Br:3].[CH2:18]1[O:19][CH2:20][CH2:21][CH2:22]1.[CH3:4][C:5]1([C:12](=[O:13])[O:14][CH3:15])[CH2:6][CH2:7][C:8](=[O:11])[CH2:9][CH2:10]1.[Cl-:17].[Cl-:23].[Cl-:24].[Cl-:25].[Cl-:26].[Na+:16].[Ti+4:27].[Zn:28]>>[CH2:2]=[C:8]1[CH2:7][CH2:6][C:5]([CH3:4])([C:12](=[O:13])[O:14][CH3:15])[CH2:10][CH2:9]1.